This data is from the Open Reaction Database (ORD), a public repository of structured organic reaction records. The task is: describe an organic reaction: reactants, conditions, products, and yield Starting materials: [Na+].[Cl-] (NaCl), ClC1=CC=C(CNC(=O)C=2C(C3=C(N(C2)C)OC(=C3)CNCC(CCl)O)=O)C=C1 (N-(4-Chlorobenzyl)-2-(((3-chloro-2-hydroxypropyl)amino)methyl)-7-methyl-4-oxo-4,7-dihydrofuro[2,3-b]pyridine-5-carboxamide), NC1=NN=C(S1)S (5-amino-1,3,4-thiadiazole-2-thiol), C(C)(C)N(CC)C(C)C (diisopropylethylamine). Solvent: CCO (EtOH). Yields the product NC1=NN=C(S1)SCC(CN(C)CC1=CC2=C(N(C=C(C2=O)C(=O)NCC2=CC=C(C=C2)Cl)C)O1)O (2-(((3-((5-Amino-1,3,4-thiadiazol-2-yl)thio)-2-hydroxypropyl)(methyl)amino)methyl)-N-(4-chlorobenzyl)-7-methyl-4-oxo-4,7-dihydrofuro[2,3-b]pyridine-5-carboxamide). RXN SMILES: [Cl:1][C:2]1[CH:29]=[CH:28][C:5]([CH2:6][NH:7][C:8]([C:10]2[C:11](=[O:27])[C:12]3[CH:19]=[C:18]([CH2:20][NH:21][CH2:22][CH:23]([OH:26])[CH2:24]Cl)[O:17][C:13]=3[N:14]([CH3:16])[CH:15]=2)=[O:9])=[CH:4][CH:3]=1.[NH2:30][C:31]1[S:35][C:34]([SH:36])=[N:33][N:32]=1.[CH:37](N(C(C)C)CC)(C)C.[Na+].[Cl-]>CCO>[NH2:30][C:31]1[S:35][C:34]([S:36][CH2:24][CH:23]([OH:26])[CH2:22][N:21]([CH2:20][C:18]2[O:17][C:13]3[N:14]([CH3:16])[CH:15]=[C:10]([C:8]([NH:7][CH2:6][C:5]4[CH:28]=[CH:29][C:2]([Cl:1])=[CH:3][CH:4]=4)=[O:9])[C:11](=[O:27])[C:12]=3[CH:19]=2)[CH3:37])=[N:33][N:32]=1 |f:3.4|. Reported procedure: A mixture of N-(4-chlorobenzyl)-2-(((3-chloro-2-hydroxypropyl)amino)methyl)-7-methyl-4-oxo-4,7-dihydrofuro[2,3-b]pyridine-5-carboxamide (Example 63, 0.181 g), 5-amino-1,3,4-thiadiazole-2-thiol (0.064 g), and diisopropylethylamine (0.097 mL) in absolute EtOH (16 mL) was heated to reflux overnight. The reaction was poured into 50% saturated aqueous NaCl (40 mL) and extracted with CHCl3. The organic layer was dried and concentrated. The crude product was purified by column chromatography (CHCl3MeOH... Starting materials: C(C)(C)(C)OC(NC1=C(C=C(C=C1)C(F)(F)F)N)=O ((2-amino-4-trifluoromethyl-phenyl)-carbamic acid tert-butyl ester), C(C)(C)(C)OC(CC(=O)C1=CC(=CC=C1)C=1C=NC(=CC1)C#N)=O (3-[3-(6-cyano-pyridin-3-yl)-phenyl]-3-oxo-propionic acid tert-butyl ester). Product: C(C)(C)(C)OC(NC1=C(C=C(C=C1)C(F)(F)F)NC(CC(=O)C1=CC(=CC=C1)C=1C=NC(=CC1)C#N)=O)=O ((2-{3-[3-(6-Cyano-pyridin-3-yl)-phenyl]-3-oxo-propionylamino}-4-trifluoromethyl-phenyl)-carbamic acid tert-butyl ester), foam. Isolated yield 78.0%. Reaction SMILES: [C:1]([O:5][C:6](=[O:19])[NH:7][C:8]1[CH:13]=[CH:12][C:11]([C:14]([F:17])([F:16])[F:15])=[CH:10][C:9]=1[NH2:18])([CH3:4])([CH3:3])[CH3:2].C([O:24][C:25](=O)[CH2:26][C:27]([C:29]1[CH:34]=[CH:33][CH:32]=[C:31]([C:35]2[CH:36]=[N:37][C:38]([C:41]#[N:42])=[CH:39][CH:40]=2)[CH:30]=1)=[O:28])(C)(C)C>>[C:1]([O:5][C:6](=[O:19])[NH:7][C:8]1[CH:13]=[CH:12][C:11]([C:14]([F:17])([F:16])[F:15])=[CH:10][C:9]=1[NH:18][C:25](=[O:24])[CH2:26][C:27]([C:29]1[CH:34]=[CH:33][CH:32]=[C:31]([C:35]2[CH:36]=[N:37][C:38]([C:41]#[N:42])=[CH:39][CH:40]=2)[CH:30]=1)=[O:28])([CH3:4])([CH3:2])[CH3:3]. Reported procedure: The title compound was prepared from (2-amino-4-trifluoromethyl-phenyl)-carbamic acid tert-butyl ester (Example J3) (207 mg, 0.75 mmol) and 3-[3-(6-cyano-pyridin-3-yl)-phenyl]-3-oxo-propionic acid tert-butyl ester (Example K26) (242 mg, 0.75 mmol) according to the general procedure M. Obtained as a light yellow foam (305 mg, 78%).